Dataset: the Open Reaction Database (ORD), a public repository of structured organic reaction records. Task: describe an organic reaction: reactants, conditions, products, and yield The reactants are FC=1C(=C(C=CC1)CO)CO (3-fluoro-1,2-di-(hydroxymethyl) benzene), B (borane), ClC1=C(C(C(=O)O)=CC=C1)C(=O)O (3-Chlorophthalic acid). The product is ClC=1C(=C(C=CC1)CO)CO (3-chloro-1,2-di-(hydroxymethyl) benzene), ClC1=C(C(C(=O)O)=CC=C1)C(=O)O (3-Chlorophthalic acid). Yield: 97.0%. RXN SMILES: B.[Cl:2][C:3]1[CH:11]=[CH:10][CH:9]=[C:5]([C:6]([OH:8])=[O:7])[C:4]=1[C:12]([OH:14])=[O:13].FC1C(CO)=C(CO)C=CC=1>>[Cl:2][C:3]1[C:4]([CH2:12][OH:13])=[C:5]([CH2:6][OH:7])[CH:9]=[CH:10][CH:11]=1.[Cl:2][C:3]1[CH:11]=[CH:10][CH:9]=[C:5]([C:6]([OH:8])=[O:7])[C:4]=1[C:12]([OH:14])=[O:13]. Procedure details: 3-chloro-1,2-di-(hydroxymethyl) benzene was prepared in 97% yield via borane reduction of 3-Chlorophthalic acid in a manner similar to that was used for the preparation of 3-fluoro-1,2-di-(hydroxymethyl) benzene as described in Example 13, Step A. 3-Chlorophthalic acid was prepared from according to the literature procedure of Fertel, L. B. et al. J. Org. Chem. 1993, 58(1), 261-263. Reactants: FC1=CC=C(COCC2=CC=CC(=N2)N)C=C1 (6-(4-fluoro-benzyloxymethyl)-pyridin-2-ylamine), ClC=1C=C(C=CC1)S(=O)(=O)Cl (3-chloro-benzenesulfonyl chloride). The product is ClC=1C=C(C=CC1)S(=O)(=O)NC1=NC(=CC=C1)COCC1=CC=C(C=C1)F (3-Chloro-N-[6-(4-fluoro-benzyloxymethyl)-pyridin-2-yl]-benzenesulfonamide). As a reaction SMILES: [F:1][C:2]1[CH:17]=[CH:16][C:5]([CH2:6][O:7][CH2:8][C:9]2[N:14]=[C:13]([NH2:15])[CH:12]=[CH:11][CH:10]=2)=[CH:4][CH:3]=1.[Cl:18][C:19]1[CH:20]=[C:21]([S:25](Cl)(=[O:27])=[O:26])[CH:22]=[CH:23][CH:24]=1>>[Cl:18][C:19]1[CH:20]=[C:21]([S:25]([NH:15][C:13]2[CH:12]=[CH:11][CH:10]=[C:9]([CH2:8][O:7][CH2:6][C:5]3[CH:4]=[CH:3][C:2]([F:1])=[CH:17][CH:16]=3)[N:14]=2)(=[O:27])=[O:26])[CH:22]=[CH:23][CH:24]=1. Procedure details: This material was prepared in analogy to example 1 from 6-(4-fluoro-benzyloxymethyl)-pyridin-2-ylamine (0.07 g) and 3-chloro-benzenesulfonyl chloride (0.07 g) as a light yellow gum (0.059 g). MS (ESI−): 405.2 ([M−H]−). The reactants are C1(=CC=CC2=CC=CC=C12)NC(=O)NCC1=CC=NC=C1 (1-(1-naphthyl)-3-(4-pyridylmethyl)urea), Cl (hydrogen chloride). Solvent: C(Cl)(Cl)Cl (chloroform). Yields the product Cl.C1(=CC=CC2=CC=CC=C12)NC(=O)NCC1=CC=NC=C1 (1-(1-naphthyl)-3-(4-pyridylmethyl)urea hydrochloride). As a reaction SMILES: [C:1]1([NH:11][C:12]([NH:14][CH2:15][C:16]2[CH:21]=[CH:20][N:19]=[CH:18][CH:17]=2)=[O:13])[C:10]2[C:5](=[CH:6][CH:7]=[CH:8][CH:9]=2)[CH:4]=[CH:3][CH:2]=1.[ClH:22]>C(Cl)(Cl)Cl>[ClH:22].[C:1]1([NH:11][C:12]([NH:14][CH2:15][C:16]2[CH:17]=[CH:18][N:19]=[CH:20][CH:21]=2)=[O:13])[C:10]2[C:5](=[CH:6][CH:7]=[CH:8][CH:9]=2)[CH:4]=[CH:3][CH:2]=1 |f:3.4|. Procedure: A solution of 2.77 gm. (0.01 mole) of 1-(1-naphthyl)-3-(4-pyridylmethyl)urea and 50 ml. of chloroform is saturated with anhydrous hydrogen chloride. The solution is then evaporated to dryness in vacuo. The residue is crystallized from alcohol Skellysolve B (9:1 v/v) to give 1-(1-naphthyl)-3-(4-pyridylmethyl)urea hydrochloride. Reactants: FC(=C[C@@H]1C([C@H]1C(=O)O)(C)C)F (trans-3-(2,2-difluoroethenyl)-2,2-dimethylcyclopropanecarboxylic acid), CN(C=O)C (N,N-dimethylformamide), C(C(=O)Cl)(=O)Cl (oxalyl chloride). Solvent: C(C)OCC (diethyl ether), C(C)OCC (diethyl ether), C(C)OCC (diethyl ether). Conditions: time 2 hour. Product: FC(=C[C@@H]1C([C@H]1C(=O)Cl)(C)C)F (trans-3-(2,2-difluoroethenyl)-2,2-dimethylcyclopropanecarbonyl chloride). Reaction SMILES: [F:1][C:2]([F:12])=[CH:3][C@H:4]1[C@H:6]([C:7](O)=[O:8])[C:5]1([CH3:11])[CH3:10].CN(C)C=O.C(Cl)(=O)C([Cl:21])=O>C(OCC)C>[F:1][C:2]([F:12])=[CH:3][C@H:4]1[C@H:6]([C:7]([Cl:21])=[O:8])[C:5]1([CH3:11])[CH3:10]. Procedure details: A stirred solution of 2.0 g (0.0114 mole) of trans-3-(2,2-difluoroethenyl)-2,2-dimethylcyclopropanecarboxylic acid and 0.08 g of N,N-dimethylformamide in 20 ml of dry diethyl ether was cooled to 0° C. A solution of 2.17 g (0.017 mole) of oxalyl chloride in 2 ml of dry diethyl ether was added to the reaction mixture during a 20 minute period. Upon complete addition the mixture was allowed to warm to room temperature and stirred for two hours. The mixture was concentrated under reduced pressure to... The reactants are Cc1cc(C=O)ccn1, FC(F)(F)c1nnc2ccc(N3CCNCC3)nn12. RXN SMILES: [CH3:20][c:21]1[n:22][cH:23][cH:24][c:25]([CH:27]=[O:28])[cH:26]1.[N:1]1([c:7]2[cH:8][cH:9][c:10]3[n:11]([n:12]2)[c:13]([C:16]([F:17])([F:18])[F:19])[n:14][n:15]3)[CH2:2][CH2:3][NH:4][CH2:5][CH2:6]1>>[N:1]1([c:7]2[cH:8][cH:9][c:10]3[n:11]([n:12]2)[c:13]([C:16]([F:17])([F:18])[F:19])[n:14][n:15]3)[CH2:2][CH2:3][N:4]([CH2:27][c:25]2[cH:24][cH:23][n:22][c:21]([CH3:20])[cH:26]2)[CH2:5][CH2:6]1. The product is Cc1cc(CN2CCN(c3ccc4nnc(C(F)(F)F)n4n3)CC2)ccn1. The reactants are 6.1, NC1=NN(C2=CC=C(C=C12)N)C(=O)OC(C)(C)C (tert-butyl 3,5-diaminoindazole-1-carboxylate), N(=C=O)CCC1=CC(=CC=C1)OC (1-(2-isocyanatoethyl)-3-methoxybenzene). Solvent: ClCCl (dichloromethane). Yields the product C(C)(C)(C)OC(=O)N1N=C(C2=CC(=CC=C12)NC(=O)NCCC1=CC(=CC=C1)OC)N (tert-butyl-3-amino-5-{3-[2-(3-methoxyphenyl)ethyl]ureido}indazole-1-carboxylate). The yield is 54.8%. Reaction SMILES: [NH2:1][C:2]1[C:10]2[C:5](=[CH:6][CH:7]=[C:8]([NH2:11])[CH:9]=2)[N:4]([C:12]([O:14][C:15]([CH3:18])([CH3:17])[CH3:16])=[O:13])[N:3]=1.[N:19]([CH2:22][CH2:23][C:24]1[CH:29]=[CH:28][CH:27]=[C:26]([O:30][CH3:31])[CH:25]=1)=[C:20]=[O:21]>ClCCl>[C:15]([O:14][C:12]([N:4]1[C:5]2[C:10](=[CH:9][C:8]([NH:11][C:20]([NH:19][CH2:22][CH2:23][C:24]3[CH:29]=[CH:28][CH:27]=[C:26]([O:30][CH3:31])[CH:25]=3)=[O:21])=[CH:7][CH:6]=2)[C:2]([NH2:1])=[N:3]1)=[O:13])([CH3:18])([CH3:17])[CH3:16]. Procedure details: 6.1 700 mg of tert-butyl 3,5-diaminoindazole-1-carboxylate (3.1 mmol) and 532 mg of 1-(2-isocyanatoethyl)-3-methoxybenzene (3.0 mmol) are stirred at RT for 24 hours in 10 ml of dichloromethane. The reaction mixture is washed with water, the organic phase is separated off, dried and evaporated. Purification of the residue by column chromatography (eluent:ethyl acetate) gives 700 mg of tert-butyl-3-amino-5-{3-[2-(3-methoxyphenyl)ethyl]ureido}indazole-1-carboxylate (53%), MS-FAB (M+H+)=426. The reactants are CCOC(=O)CCCBr, CN(C)C=O, O=C1NCC(COc2cccc(Cl)c2)O1, [H-], [Na+]. Product: CCOC(=O)CCCN1CC(COc2cccc(Cl)c2)OC1=O. Reaction SMILES: [Br:18][CH2:19][CH2:20][CH2:21][C:22](=[O:23])[O:24][CH2:25][CH3:26].[CH3:27][N:28]([CH3:29])[CH:30]=[O:31].[Cl:3][c:4]1[cH:5][c:6]([O:7][CH2:8][CH:9]2[CH2:10][NH:11][C:12](=[O:14])[O:13]2)[cH:15][cH:16][cH:17]1.[H-:1].[Na+:2]>>[Cl:3][c:4]1[cH:5][c:6]([O:7][CH2:8][CH:9]2[CH2:10][N:11]([CH2:19][CH2:20][CH2:21][C:22](=[O:23])[O:24][CH2:25][CH3:26])[C:12](=[O:14])[O:13]2)[cH:15][cH:16][cH:17]1.